Dataset: the Open Reaction Database (ORD), a public repository of structured organic reaction records. Task: describe an organic reaction: reactants, conditions, products, and yield The reactants are O=C=Nc1cc(Cl)cc(Cl)c1, CC(C)c1cc(NN)nc2ccccc12. The product is CC(C)c1cc(NNC(=O)Nc2cc(Cl)cc(Cl)c2)nc2ccccc12. RXN SMILES: [Cl:16][c:17]1[cH:18][c:19]([N:24]=[C:25]=[O:26])[cH:20][c:21]([Cl:23])[cH:22]1.[NH:1]([NH2:2])[c:3]1[n:4][c:5]2[cH:6][cH:7][cH:8][cH:9][c:10]2[c:11]([CH:13]([CH3:14])[CH3:15])[cH:12]1>>[NH:1]([NH:2][C:25]([NH:24][c:19]1[cH:18][c:17]([Cl:16])[cH:22][c:21]([Cl:23])[cH:20]1)=[O:26])[c:3]1[n:4][c:5]2[cH:6][cH:7][cH:8][cH:9][c:10]2[c:11]([CH:13]([CH3:14])[CH3:15])[cH:12]1. Reactants: C(=NC1CCCCC1)=NC1CCCCC1, ClCCl, CC12CCC(O)CC1=CCC1C2CCC2(C)C(=NO)CCC12, Nc1ccc(C(=O)O)cc1. Yields the product CC12CCC(OC(=O)c3ccc(N)cc3)CC1=CCC1C2CCC2(C)C(=NO)CCC12. As a reaction SMILES: [CH:33]1([N:34]=[C:35]=[N:36][CH:37]2[CH2:38][CH2:39][CH2:40][CH2:41][CH2:42]2)[CH2:43][CH2:44][CH2:45][CH2:46][CH2:47]1.[Cl:48][CH2:49][Cl:50].[N:11]([OH:12])=[C:13]1[C:14]2([CH3:15])[CH:16]([CH2:17][CH2:18]1)[CH:19]1[CH2:20][CH:21]=[C:22]3[CH2:23][CH:24]([OH:32])[CH2:25][CH2:26][C:27]3([CH3:28])[CH:29]1[CH2:30][CH2:31]2.[NH2:1][c:2]1[cH:3][cH:4][c:5]([C:6](=[O:7])[OH:8])[cH:9][cH:10]1>>[NH2:1][c:2]1[cH:3][cH:4][c:5]([C:6](=[O:7])[O:8][CH:24]2[CH2:23][C:22]3=[CH:21][CH2:20][CH:19]4[CH:16]5[C:14]([CH3:15])([C:13](=[N:11][OH:12])[CH2:18][CH2:17]5)[CH2:31][CH2:30][CH:29]4[C:27]3([CH3:28])[CH2:26][CH2:25]2)[cH:9][cH:10]1. Reactants: BrC1=NN(C2=CC(=CC=C12)C(=O)OC)C1=CSC=C1 (Methyl 3-bromo-1-(thiophen-3-yl)-1H-indazole-6-carboxylate), C(=C)(C)B1OC(C(O1)(C)C)(C)C (2-isopropenyl-4,4,5,5-tetramethyl-1,3,2-dioxaborolane), C(C)(C)NC(C)C (diisopropylamine), triphenylphosphine-3,3′,3″-trisulfonic acid trisodium salt hydrate. The reagents and catalysts are C(C)(=O)[O-].[Pd+2].C(C)(=O)[O-] (palladium(II) acetate). The solvent is CN(C=O)C (N,N-dimethylformamide), O (water). Reaction conditions: temperature 100 celsius. Product: C=C(C)C1=NN(C2=CC(=CC=C12)C(=O)OC)C1=CSC=C1 (Methyl 3-(prop-1-en-2-yl)-1-(thiophen-3-yl)-1H-indazole-6-carboxylate). Yield: 86.9%. As a reaction SMILES: Br[C:2]1[C:10]2[C:5](=[CH:6][C:7]([C:11]([O:13][CH3:14])=[O:12])=[CH:8][CH:9]=2)[N:4]([C:15]2[CH:19]=[CH:18][S:17][CH:16]=2)[N:3]=1.[C:20](B1OC(C)(C)C(C)(C)O1)([CH3:22])=[CH2:21].C(NC(C)C)(C)C>CN(C)C=O.O.C([O-])(=O)C.[Pd+2].C([O-])(=O)C>[CH2:21]=[C:20]([C:2]1[C:10]2[C:5](=[CH:6][C:7]([C:11]([O:13][CH3:14])=[O:12])=[CH:8][CH:9]=2)[N:4]([C:15]2[CH:19]=[CH:18][S:17][CH:16]=2)[N:3]=1)[CH3:22] |f:5.6.7|. Reported procedure: Methyl 3-bromo-1-(thiophen-3-yl)-1H-indazole-6-carboxylate (1.414 g, 4.19 mmol), 2-isopropenyl-4,4,5,5-tetramethyl-1,3,2-dioxaborolane (1.58 ml, 8.41 mmol), diisopropylamine (1.18 ml, 8.40 mmol), triphenylphosphine-3,3′,3″-trisulfonic acid trisodium salt hydrate (275.8 mg, 0.431 mmol), and palladium(II) acetate (48.3 mg, 0.215 mmol) were dissolved in N,N-dimethylformamide (15 ml)/water (5 mL), placed in a sealed tube and heated to 100° C. for 4 h. The reaction was stopped, cooled to room tempera... The reactants are CC(C)(C)OC(=O)NC(CNc1cc(-c2ccc3cnccc3c2)on1)Cc1ccc(C(F)(F)F)cc1, CCOC(C)=O, ClCCl, O=C(O)C(F)(F)F. The product is NC(CNc1cc(-c2ccc3cnccc3c2)on1)Cc1ccc(C(F)(F)F)cc1. As a reaction SMILES: [C:1]([O:2][C:3](=[O:4])[NH:7][CH:8]([CH2:9][NH:10][c:11]1[n:12][o:13][c:14](-[c:16]2[cH:17][c:18]3[cH:19][cH:20][n:21][cH:22][c:23]3[cH:24][cH:25]2)[cH:15]1)[CH2:26][c:27]1[cH:28][cH:29][c:30]([C:33]([F:34])([F:35])[F:36])[cH:31][cH:32]1)([CH3:5])([CH3:6])[CH3:37].[CH3:48][CH2:49][O:50][C:51]([CH3:52])=[O:53].[Cl:45][CH2:46][Cl:47].[F:38][C:39]([F:40])([F:41])[C:42]([OH:43])=[O:44]>>[NH2:7][CH:8]([CH2:9][NH:10][c:11]1[n:12][o:13][c:14](-[c:16]2[cH:17][c:18]3[cH:19][cH:20][n:21][cH:22][c:23]3[cH:24][cH:25]2)[cH:15]1)[CH2:26][c:27]1[cH:28][cH:29][c:30]([C:33]([F:34])([F:35])[F:36])[cH:31][cH:32]1. Reaction SMILES: [CH3:1][CH:2]([CH2:4][CH2:5][CH2:6][C@H:7]([C@@H:9]1[C@:27]2([CH3:28])[C@H:12]([C@H:13]3[C@H:24]([CH2:25][CH2:26]2)[C@:22]2([CH3:23])[C:16]([CH2:17][C@H:18]([CH2:20][CH2:21]2)[OH:19])=[CH:15][CH2:14]3)[CH2:11][CH2:10]1)[CH3:8])[CH3:3].[CH3:29][C:30](C)([O-:32])[CH3:31].[Li+].C(C1OC1)Br>CN(C)C(=O)C>[CH2:29]([CH2:3][CH:2]([CH2:4][CH2:5][CH2:6][C@H:7]([C@@H:9]1[C@:27]2([CH3:28])[C@H:12]([C@H:13]3[C@H:24]([CH2:25][CH2:26]2)[C@:22]2([CH3:23])[C:16]([CH2:17][C@H:18]([CH2:20][CH2:21]2)[OH:19])=[CH:15][CH2:14]3)[CH2:11][CH2:10]1)[CH3:8])[CH3:1])[CH:30]1[O:32][CH2:31]1 |f:1.2|. Product: C(C1CO1)CC(C)CCC[C@@H](C)[C@H]1CC[C@H]2[C@@H]3CC=C4C[C@@H](O)CC[C@]4(C)[C@H]3CC[C@]12C (glycidyl-cholesterol). Starting materials: C(Br)C1CO1 (epibromohydrin), CC(C)CCC[C@@H](C)[C@H]1CC[C@H]2[C@@H]3CC=C4C[C@@H](O)CC[C@]4(C)[C@H]3CC[C@]12C (Cholesterol), solution, CC(C)([O-])C.[Li+] (lithium tert-butoxide). Yield: 64.0%. Reaction conditions: temperature 10 celsius, time 2 hour. Run in KHCO3, CN(C(C)=O)C (N,N-dimethylacetamide), hexanes. Procedure: Cholesterol (5.80 g; 15 mmol; Sigma, St. Louis, Mo.) was dissolved in 76 ml dry N,N-dimethylacetamide (DMAc) under a flow of dry argon. The solution was cooled to 10° C. and 15 ml (15 mmol) of a 1.0M solution of lithium tert-butoxide in hexanes (Sigma) was added. After further cooling to 5° C., 10 ml (117 mmol) of freshly distilled epibromohydrin was added and the mixture was stirred at 3-5° C. for 2 hours. The temperature was allowed to slowly rise to 21-23° C. and the reaction was allowed to c... Reactants: CN (methylamine), O (water), C(=O)(N1C=NC=C1)N1C=NC=C1 (1,1′-Carbonyldiimidazole), FC(C1=CC=C(C=C1)/C=C/C=1OC=C(N1)COC1=CC=C(C=C1)CCCCN1C(=NC=C1)CCO)(F)F (2-[1-[4-[4-[[2-[(E)-2-[4-(trifluoromethyl)phenyl]ethenyl]-1,3-oxazol-4-yl]methoxy]phenyl]butyl]-1H-imidazol-2-yl]-1-ethanol). The solvent is C1CCOC1 (THF), C1CCOC1 (THF). Conditions: time 3 hour. Product: CNC(OCCC=1N(C=CN1)CCCCC1=CC=C(C=C1)OCC=1N=C(OC1)\C=C\C1=CC=C(C=C1)C(F)(F)F)=O (2-[1-[4-[4-[[2-[(E)-2-[4-(trifluoromethyl)phenyl]ethenyl]-1,3-oxazol-4-yl]methoxy]phenyl]butyl]-1H-imidazol-2-yl]ethyl methylcarbamate). Isolated yield 93.0%. RXN SMILES: [C:1](N1C=CN=C1)([N:3]1C=CN=[CH:4]1)=[O:2].[F:13][C:14]([F:49])([F:48])[C:15]1[CH:20]=[CH:19][C:18](/[CH:21]=[CH:22]/[C:23]2[O:24][CH:25]=[C:26]([CH2:28][O:29][C:30]3[CH:35]=[CH:34][C:33]([CH2:36][CH2:37][CH2:38][CH2:39][N:40]4[CH:44]=[CH:43][N:42]=[C:41]4[CH2:45][CH2:46][OH:47])=[CH:32][CH:31]=3)[N:27]=2)=[CH:17][CH:16]=1.CN.O>C1COCC1>[CH3:4][NH:3][C:1](=[O:2])[O:47][CH2:46][CH2:45][C:41]1[N:40]([CH2:39][CH2:38][CH2:37][CH2:36][C:33]2[CH:34]=[CH:35][C:30]([O:29][CH2:28][C:26]3[N:27]=[C:23](/[CH:22]=[CH:21]/[C:18]4[CH:19]=[CH:20][C:15]([C:14]([F:48])([F:13])[F:49])=[CH:16][CH:17]=4)[O:24][CH:25]=3)=[CH:31][CH:32]=2)[CH:44]=[CH:43][N:42]=1. Procedure: 1,1′-Carbonyldiimidazole (143 mg) was added to a solution of 2-[1-[4-[4-[[2-[(E)-2-[4-(trifluoromethyl)phenyl]ethenyl]-1,3-oxazol-4-yl]methoxy]phenyl]butyl]-1H-imidazol-2-yl]-1-ethanol (300 mg) in THF (3 ml) at 0° C., and the mixture was stirred at the same temperature for 3 hr. A solution (2.0 M; 1.47 ml) of methylamine in THF was added to the reaction mixture at 0° C., and the mixture was stirred at the same temperature for 3 hr and at room temperature for 30 min. The reaction mixture was comb... Starting materials: CC(=O)O, COC(=O)C(C)Oc1cc(C)ccc1COc1ccc([N+](=O)[O-])c(F)c1, [Fe]. Product: COC(=O)C(C)Oc1cc(C)ccc1COc1ccc(N)c(F)c1. RXN SMILES: [CH3:27][C:28](=[O:29])[OH:30].[F:1][c:2]1[cH:3][c:4]([O:5][CH2:6][c:7]2[c:8]([O:9][CH:10]([C:11](=[O:12])[O:13][CH3:14])[CH3:15])[cH:16][c:17]([CH3:20])[cH:18][cH:19]2)[cH:21][cH:22][c:23]1[N+:24]([O-:25])=[O:26].[Fe:31]>>[F:1][c:2]1[cH:3][c:4]([O:5][CH2:6][c:7]2[c:8]([O:9][CH:10]([C:11](=[O:12])[O:13][CH3:14])[CH3:15])[cH:16][c:17]([CH3:20])[cH:18][cH:19]2)[cH:21][cH:22][c:23]1[NH2:24]. Reactants: COC(=O)c1cnc(Br)s1, C1CCC2=NCCCN2CC1, OC1CCNC1, C1COCCO1, O. Product: COC(=O)c1cnc(N2CCC(O)C2)s1. As a reaction SMILES: [Br:1][c:2]1[s:3][c:4]([C:7](=[O:8])[O:9][CH3:10])[cH:5][n:6]1.[CH2:17]1[CH2:18][CH2:19][C:20]2=[N:25][CH2:24][CH2:23][CH2:22][N:21]2[CH2:26][CH2:27]1.[NH:11]1[CH2:12][CH:13]([OH:16])[CH2:14][CH2:15]1.[O:28]1[CH2:29][CH2:30][O:31][CH2:32][CH2:33]1.[OH2:34]>>[c:2]1([N:11]2[CH2:12][CH:13]([OH:16])[CH2:14][CH2:15]2)[s:3][c:4]([C:7](=[O:8])[O:9][CH3:10])[cH:5][n:6]1. Reactants: COC1=CC=CC=2[C@H]3CC(N([C@H]3CCC21)CCC2=CC=CC=C2)=O (rac-cis-1,3,3a,4,5,9b-hexahydro-6-methoxy-3-phenethyl-2H-benzo[e]indol-2-one), [H-].[Al+3].[Li+].[H-].[H-].[H-] (lithium aluminum hydride), C(C)(=O)OCC (ethyl acetate), [O-]S(=O)(=O)[O-].[Na+].[Na+] (Na2SO4). Solvent: C1CCOC1 (THF), C1CCOC1 (THF). Product: COC1=CC=CC=2[C@H]3CCN([C@H]3CCC21)CCC2=CC=CC=C2 (rac-cis-2,3,3a,4,5,9b-hexahydro-6-methoxy-3-phenethyl-1H-benzo[e]indole). The yield is 100.8%. RXN SMILES: [H-].[Al+3].[Li+].[H-].[H-].[H-].[CH3:7][O:8][C:9]1[C:21]2[CH2:20][CH2:19][C@H:18]3[C@H:14]([CH2:15][C:16](=O)[N:17]3[CH2:22][CH2:23][C:24]3[CH:29]=[CH:28][CH:27]=[CH:26][CH:25]=3)[C:13]=2[CH:12]=[CH:11][CH:10]=1.C(OCC)(=O)C.[O-]S([O-])(=O)=O.[Na+].[Na+]>C1COCC1>[CH3:7][O:8][C:9]1[C:21]2[CH2:20][CH2:19][C@H:18]3[C@H:14]([CH2:15][CH2:16][N:17]3[CH2:22][CH2:23][C:24]3[CH:25]=[CH:26][CH:27]=[CH:28][CH:29]=3)[C:13]=2[CH:12]=[CH:11][CH:10]=1 |f:0.1.2.3.4.5,8.9.10|. Procedure: 0.3557 g (0.00936 mol) of lithium aluminum hydride was suspended in 40 ml of THF under argon. A solution of 3.01 g (0.00936 mol) of rac-cis-1,3,3a,4,5,9b-hexahydro-6-methoxy-3-phenethyl-2H-benzo[e]indol-2-one in 40 ml of THF was added dropwise thereto and the mixture was boiled under reflux for 2 hours. 10 ml of ethyl acetate and a saturated aqueous Na2SO4 solution were cautiously added dropwise thereto in succession until a complete white precipitate had resulted. After filtration and concentra...